From a dataset of the Open Reaction Database (ORD), a public repository of structured organic reaction records. describe an organic reaction: reactants, conditions, products, and yield The reactants are CC(=O)O, CC(C)CCc1nn(-c2ccccc2Cl)c(=O)n1Cc1ccc(-c2ccccc2-c2nnnn2C(c2ccccc2)(c2ccccc2)c2ccccc2)cc1. Product: CC(C)CCc1nn(-c2ccccc2Cl)c(=O)n1Cc1ccc(-c2ccccc2-c2nnn[nH]2)cc1. RXN SMILES: [CH3:56][C:57](=[O:58])[OH:59].[Cl:1][c:2]1[c:3](-[n:8]2[n:9][c:10]([CH2:51][CH2:52][CH:53]([CH3:54])[CH3:55])[n:11]([CH2:14][c:15]3[cH:16][cH:17][c:18](-[c:21]4[c:22](-[c:27]5[n:28][n:29][n:30][n:31]5[C:32]([c:33]5[cH:34][cH:35][cH:36][cH:37][cH:38]5)([c:39]5[cH:40][cH:41][cH:42][cH:43][cH:44]5)[c:45]5[cH:46][cH:47][cH:48][cH:49][cH:50]5)[cH:23][cH:24][cH:25][cH:26]4)[cH:19][cH:20]3)[c:12]2=[O:13])[cH:4][cH:5][cH:6][cH:7]1>>[Cl:1][c:2]1[c:3](-[n:8]2[n:9][c:10]([CH2:51][CH2:52][CH:53]([CH3:54])[CH3:55])[n:11]([CH2:14][c:15]3[cH:16][cH:17][c:18](-[c:21]4[c:22](-[c:27]5[n:28][n:29][n:30][nH:31]5)[cH:23][cH:24][cH:25][cH:26]4)[cH:19][cH:20]3)[c:12]2=[O:13])[cH:4][cH:5][cH:6][cH:7]1.